Dataset: the Open Reaction Database (ORD), a public repository of structured organic reaction records. Task: describe an organic reaction: reactants, conditions, products, and yield Solvent: CO (methanol). Reported procedure: Ethyl 6-(9H-carbazol-2-yloxy)-hexanoate (270 mg, 0.8 mmol) and 1 N aqueous lithium hydroxide (2 ml, 2 mmol) in 15 ml methanol was heated to reflux for 1h. The solvent was removed, the residue was acidified by 1 ml 2N aqueous hydrochloric acid. The precipitate was collected to give 6-(9H-carbazol-2-yloxy)-hexanoic acid (230 mg, 93%) as a colorless solid. MS (M−H+)296. Reaction SMILES: [CH:1]1[C:13]2[NH:12][C:11]3[C:6](=[CH:7][CH:8]=[CH:9][CH:10]=3)[C:5]=2[CH:4]=[CH:3][C:2]=1[O:14][CH2:15][CH2:16][CH2:17][CH2:18][CH2:19][C:20]([O:22]CC)=[O:21].[OH-].[Li+]>CO>[CH:1]1[C:13]2[NH:12][C:11]3[C:6](=[CH:7][CH:8]=[CH:9][CH:10]=3)[C:5]=2[CH:4]=[CH:3][C:2]=1[O:14][CH2:15][CH2:16][CH2:17][CH2:18][CH2:19][C:20]([OH:22])=[O:21] |f:1.2|. The product is C1=C(C=CC=2C3=CC=CC=C3NC12)OCCCCCC(=O)O (6-(9H-carbazol-2-yloxy)-hexanoic acid). Yield: 96.7%. The reactants are C1=C(C=CC=2C3=CC=CC=C3NC12)OCCCCCC(=O)OCC (Ethyl 6-(9H-carbazol-2-yloxy)-hexanoate), [OH-].[Li+] (lithium hydroxide). Starting materials: O=C1CCC(=O)N1Br, CC1(O)C(O)C(CO)OC1n1cnc2c(N)ncnc21, CN(C)C=O. Yields the product CC1(O)C(O)C(CO)OC1n1c(N)nc2c(N)ncnc21. As a reaction SMILES: [Br:21][N:22]1[C:23](=[O:24])[CH2:25][CH2:26][C:27]1=[O:28].[CH3:1][C:2]1([OH:20])[CH:3]([n:10]2[cH:11][n:12][c:13]3[c:14]([NH2:15])[n:16][cH:17][n:18][c:19]23)[O:4][CH:5]([CH2:8][OH:9])[CH:6]1[OH:7].[O:29]=[CH:30][N:31]([CH3:32])[CH3:33]>>[CH3:1][C:2]1([OH:20])[CH:3]([n:10]2[c:11]([NH2:22])[n:12][c:13]3[c:14]([NH2:15])[n:16][cH:17][n:18][c:19]23)[O:4][CH:5]([CH2:8][OH:9])[CH:6]1[OH:7]. The reactants are NC1=C(C(=O)N(C)OC)C=CC(=N1)Cl (2-Amino-6-chloro-N-methoxy-N-methyl-nicotinamide), COC1=CC=C(C=C1)[Li] (4-methoxyphenyllithium), IC1=CC=C(C=C1)OC (4-iodoanisole). Yields the product NC1=NC(=CC=C1C(=O)C1=CC=C(C=C1)OC)Cl ((2-Amino-6-chloro-pyridin-3-yl)-(4-methoxy-phenyl)-methanone). As a reaction SMILES: [NH2:1][C:2]1[N:13]=[C:12]([Cl:14])[CH:11]=[CH:10][C:3]=1[C:4](N(OC)C)=[O:5].[CH3:15][O:16][C:17]1[CH:22]=[CH:21][C:20]([Li])=[CH:19][CH:18]=1.IC1C=CC(OC)=CC=1>>[NH2:1][C:2]1[C:3]([C:4]([C:20]2[CH:21]=[CH:22][C:17]([O:16][CH3:15])=[CH:18][CH:19]=2)=[O:5])=[CH:10][CH:11]=[C:12]([Cl:14])[N:13]=1. Procedure details: The title compound was prepared from 2-Amino-6-chloro-N-methoxy-N-methyl-nicotinamide (Example 3) and 4-methoxyphenyllithium freshly prepared from 4-iodoanisole (Aldrich) using the procedure described in Example 7. HRMS, observed: 262.0512, Calcd for M+: 262.0509. Starting materials: ClC1=C(C(=O)O)C=CC=C1Cl (2,3-dichlorobenzoic acid), N1(CCOCC1)C(CN)C=1C=NC=CC1 ((2-morpholin-4-yl-2-pyridin-3-ylethyl)amine). Product: ClC1=C(C(=O)NCC(C=2C=NC=CC2)N2CCOCC2)C=CC=C1Cl (2,3-Dichloro-N-(2-morpholin-4-yl-2-pyridin-3-yl-ethyl)-benzamide). RXN SMILES: [Cl:1][C:2]1[C:10]([Cl:11])=[CH:9][CH:8]=[CH:7][C:3]=1[C:4]([OH:6])=O.[N:12]1([CH:18]([C:21]2[CH:22]=[N:23][CH:24]=[CH:25][CH:26]=2)[CH2:19][NH2:20])[CH2:17][CH2:16][O:15][CH2:14][CH2:13]1>>[Cl:1][C:2]1[C:10]([Cl:11])=[CH:9][CH:8]=[CH:7][C:3]=1[C:4]([NH:20][CH2:19][CH:18]([N:12]1[CH2:17][CH2:16][O:15][CH2:14][CH2:13]1)[C:21]1[CH:22]=[N:23][CH:24]=[CH:25][CH:26]=1)=[O:6]. Reported procedure: From 2,3-dichlorobenzoic acid and (2-morpholin-4-yl-2-pyridin-3-ylethyl)amine. Starting materials: IC1=CC=C(N)C=C1 (4-iodoaniline), N1=CC=CC=C1 (pyridine), C1(=CC=CC=C1)S(=O)(=O)Cl (benzenesulphonyl chloride). Run in C(C)#N (acetonitrile), C(C)#N (acetonitrile). Reaction conditions: time 8 hour. The product is IC1=CC=C(C=C1)NS(=O)(=O)C1=CC=CC=C1 (N-(4-Iodophenyl)benzenesulphonamide). RXN SMILES: [I:1][C:2]1[CH:8]=[CH:7][C:5]([NH2:6])=[CH:4][CH:3]=1.N1C=CC=CC=1.[C:15]1([S:21](Cl)(=[O:23])=[O:22])[CH:20]=[CH:19][CH:18]=[CH:17][CH:16]=1>C(#N)C>[I:1][C:2]1[CH:8]=[CH:7][C:5]([NH:6][S:21]([C:15]2[CH:20]=[CH:19][CH:18]=[CH:17][CH:16]=2)(=[O:23])=[O:22])=[CH:4][CH:3]=1. Procedure: To a solution of 2.0 g of 4-iodoaniline (9.13 mmol) in 40 ml of acetonitrile there are added 1.48 ml of pyridine (18.26 mmol) and then, dropwise, a solution of 1.28 ml of benzenesulphonyl chloride (10 mmol) in 20 ml of acetonitrile. The reaction mixture is stirred overnight at ambient temperature and the acetonitrile is evaporated off under reduced pressure. The residue is taken up in 1N HCl and extracted with ethyl acetate. The organic phase is washed with brine, dried (MgSO4) and evaporated un...